This data is from the Open Reaction Database (ORD), a public repository of structured organic reaction records. The task is: describe an organic reaction: reactants, conditions, products, and yield Starting materials: C1COCCO1, Fc1cc(Cl)cnc1F, OB(O)c1cc(F)cc(F)c1, [K+], [K+], [K+], CC(=O)[O-], CC(=O)[O-], O, O=P([O-])([O-])[O-], [Pd+2]. The product is Fc1cc(F)cc(-c2cnc(F)c(F)c2)c1. RXN SMILES: [CH2:29]1[O:30][CH2:31][CH2:32][O:33][CH2:34]1.[Cl:20][c:21]1[cH:22][c:23]([F:28])[c:24]([F:27])[n:25][cH:26]1.[F:9][c:10]1[cH:11][c:12]([B:17]([OH:18])[OH:19])[cH:13][c:14]([F:16])[cH:15]1.[K+:6].[K+:7].[K+:8].[O-:37][C:38]([CH3:39])=[O:40].[O-:41][C:42]([CH3:43])=[O:44].[OH2:35].[P:1]([O-:2])([O-:3])([O-:4])=[O:5].[Pd+2:36]>>[F:9][c:10]1[cH:11][c:12](-[c:21]2[cH:22][c:23]([F:28])[c:24]([F:27])[n:25][cH:26]2)[cH:13][c:14]([F:16])[cH:15]1.